This data is from the Open Reaction Database (ORD), a public repository of structured organic reaction records. The task is: describe an organic reaction: reactants, conditions, products, and yield Starting materials: C1(C=2C(C(N1)=O)=CC=CC2)=O.[K] (potassium phthalimide), BrCC(=C)C1=CC=CC=C1 (α-bromomethyl styrene). The solvent is O (water), CN(C=O)C (dimethylformamide). The product is C1(=CC=CC=C1)C(CN1C(C=2C(C1=O)=CC=CC2)=O)=C (N-(2-phenyl-2-propenyl)phthalimide). Yield: 98.3%. Reaction SMILES: [C:1]1(=[O:11])[NH:5][C:4](=[O:6])[C:3]2=[CH:7][CH:8]=[CH:9][CH:10]=[C:2]12.[K].Br[CH2:14][C:15]([C:17]1[CH:22]=[CH:21][CH:20]=[CH:19][CH:18]=1)=[CH2:16]>CN(C)C=O.O>[C:17]1([C:15](=[CH2:14])[CH2:16][N:5]2[C:1](=[O:11])[C:2]3=[CH:10][CH:9]=[CH:8][CH:7]=[C:3]3[C:4]2=[O:6])[CH:22]=[CH:21][CH:20]=[CH:19][CH:18]=1 |f:0.1,^1:11|. Procedure: A mixture of 60 g of potassium phthalimide and 66.4 g of α-bromomethyl styrene (prepared by the method of S. F. Reed, Jr., J. Org. Chem., 30, 3258 (1965)) in 150 ml of dimethylformamide is refluxed for 2 hours, cooled, and diluted with 400 ml of water. The resulting solid is filtered and dried in vacuo to give 83.4 g of N-(2-phenyl-2-propenyl)phthalimide. A small sample that is recrystallized from acetone-hexane has a melting point of 118°-121°C. Reactants: CC(=O)c1ccc(C(=O)O)cc1, Cc1ccccc1, O=S(Cl)Cl. Yields the product CC(=O)c1ccc(C(=O)Cl)cc1. RXN SMILES: [C:5]([CH3:6])(=[O:7])[c:8]1[cH:9][cH:10][c:11]([C:12](=[O:13])[OH:14])[cH:15][cH:16]1.[CH3:17][c:18]1[cH:19][cH:20][cH:21][cH:22][cH:23]1.[S:1]([Cl:2])([Cl:3])=[O:4]>>[Cl:3][C:12]([c:11]1[cH:10][cH:9][c:8]([C:5]([CH3:6])=[O:7])[cH:16][cH:15]1)=[O:13]. Reactants: solid, C(C)(=O)C=1C(=C(N2CCC(=CC12)Cl)C=1C=NC=CC1)Cl (1-acetyl-2,7-dichloro-3-(3-pyridyl)-5,6-dihydroindolizine). Reagents/catalysts: [Pd] (palladium on charcoal). Yields the product C(C)(=O)C=1C(=C(N2CCCCC12)C=1C=NC=CC1)Cl (1-acetyl-2-chloro-3-(3-pyridyl)-5,6,7,8-tetrahydroindolizine). Isolated yield 3.3%. RXN SMILES: [C:1]([C:4]1[C:5]([Cl:20])=[C:6]([C:14]2[CH:15]=[N:16][CH:17]=[CH:18][CH:19]=2)[N:7]2[C:12]=1[CH:11]=[C:10](Cl)[CH2:9][CH2:8]2)(=[O:3])[CH3:2]>[Pd]>[C:1]([C:4]1[C:5]([Cl:20])=[C:6]([C:14]2[CH:15]=[N:16][CH:17]=[CH:18][CH:19]=2)[N:7]2[C:12]=1[CH2:11][CH2:10][CH2:9][CH2:8]2)(=[O:3])[CH3:2]. Reported procedure: 1-Acetyl-2-chloro-3-(3-pyridyl)-5,6,7,8-tetrahydroindolizine is prepared as described in Example 39, from 1.7 g of 1-acetyl-2,7-dichloro-3-(3-pyridyl)-5,6-dihydroindolizine and from 0.09 g of 10% palladium on charcoal. 0.05 g of 1-acetyl-2-chloro-3-(3-pyridyl)-5,6,7,8-tetrahydroindolizine are thus obtained in the form of whitish crystalline solid melting at 115° C. Starting materials: C1(CC1)COC1=C(C=CC(=N1)C(=O)O)N1CC(C1)(F)F (6-cyclopropylmethoxy-5-(3,3-difluoro-azetidin-1-yl)-pyridine-2-carboxylic acid), Cl.FC(C1(CNCC1)O)(F)F (3-(trifluoromethyl)pyrrolidin-3-ol hydrochloride). Product: C1(CC1)COC1=C(C=CC(=N1)C(=O)N1CC(CC1)(C(F)(F)F)O)N1CC(C1)(F)F ([6-(Cyclopropylmethoxy)-5-(3,3-difluoroazetidin-1-yl)pyridin-2-yl]-[3-hydroxy-3-(trifluoromethyl)pyrrolidin-1-yl]methanone). The yield is 47.1%. Reaction SMILES: [CH:1]1([CH2:4][O:5][C:6]2[N:11]=[C:10]([C:12]([OH:14])=O)[CH:9]=[CH:8][C:7]=2[N:15]2[CH2:18][C:17]([F:20])([F:19])[CH2:16]2)[CH2:3][CH2:2]1.Cl.[F:22][C:23]([F:31])([F:30])[C:24]1([OH:29])[CH2:28][CH2:27][NH:26][CH2:25]1>>[CH:1]1([CH2:4][O:5][C:6]2[N:11]=[C:10]([C:12]([N:26]3[CH2:27][CH2:28][C:24]([OH:29])([C:23]([F:31])([F:30])[F:22])[CH2:25]3)=[O:14])[CH:9]=[CH:8][C:7]=2[N:15]2[CH2:18][C:17]([F:20])([F:19])[CH2:16]2)[CH2:2][CH2:3]1 |f:1.2|. Procedure details: In analogy to the procedure described in Example 127 e), 6-cyclopropylmethoxy-5-(3,3-difluoro-azetidin-1-yl)-pyridine-2-carboxylic acid (Example 1 b, 40 mg, 141 μmol) was reacted with 3-(trifluoromethyl)pyrrolidin-3-ol hydrochloride (CAN 1334147-81-7, 32.4 mg, 169 μmol) to obtain the title compound (28 mg, 47%) as off-white solid, MS (EI): m/e=422.3 [MH+]. The reactants are N#N (N2), CN(C)CC(=O)N1CCC2=CC(=C(C=C12)[N+](=O)[O-])N(C)C (1-[(dimethylamino)acetyl]-N,N-dimethyl-6-nitro-2,3-dihydro-1H-indol-5-amine). Reagents/catalysts: [Pd] (Pd/C). Solvent: C(C)O (ethanol). Reaction conditions: time 8 hour. Yields the product CN(C)CC(=O)N1CCC2=CC(=C(C=C12)N)N(C)C (1-[(dimethylamino)acetyl]-N5,N5-dimethyl-2,3-dihydro-1H-indole-5,6-diamine). Yield: 100.3%. As a reaction SMILES: N#N.[CH3:3][N:4]([CH2:6][C:7]([N:9]1[C:17]2[C:12](=[CH:13][C:14]([N:21]([CH3:23])[CH3:22])=[C:15]([N+:18]([O-])=O)[CH:16]=2)[CH2:11][CH2:10]1)=[O:8])[CH3:5]>C(O)C.[Pd]>[CH3:5][N:4]([CH2:6][C:7]([N:9]1[C:17]2[C:12](=[CH:13][C:14]([N:21]([CH3:23])[CH3:22])=[C:15]([NH2:18])[CH:16]=2)[CH2:11][CH2:10]1)=[O:8])[CH3:3]. Reported procedure: To an N2 degassed solution of 1-[(dimethylamino)acetyl]-N,N-dimethyl-6-nitro-2,3-dihydro-1H-indol-5-amine (1.00 g, 3.42 mmol) and 10% Pd/C (3.64 g, 3.42 mmol) in ethanol (100 ml) was added H2 and the reaction was stirred at rt overnight on the Fisher Porter at 50 psi. The reaction was filtered through celite, rinsed with methanol (100 ml), concentrated by rotary evaporation, and high vacced prior to the next reaction to give the title compound (0.9 g, 100%). ESIMS (M+H)+=263.